This data is from the Open Reaction Database (ORD), a public repository of structured organic reaction records. The task is: describe an organic reaction: reactants, conditions, products, and yield Starting materials: O=C(O)c1cccc(Br)n1, O=S(Cl)Cl. Product: O=C(Cl)c1cccc(Br)n1. As a reaction SMILES: [Br:1][c:2]1[cH:3][cH:4][cH:5][c:6]([C:8](=[O:9])[OH:10])[n:7]1.[S:11]([Cl:12])([Cl:13])=[O:14]>>[Br:1][c:2]1[cH:3][cH:4][cH:5][c:6]([C:8](=[O:10])[Cl:13])[n:7]1. The reactants are C1OC2=C(C=CC=C2O1)C(C(=O)O)CCCCC ((±)-2-(2, 3-methylenedioxyphenyl) heptanoic acid), C1(=CC=CC=C1)[C@H](C)N ((S) -1phenylethylamine). The product is C1OC2=C(C=CC=C2O1)[C@H](C(=O)O)CCCCC ((R )-(2, 3-methylenedioxyphenyl) heptanoic acid). Reaction SMILES: [CH2:1]1[O:9][C:8]2[C:3](=[C:4]([CH:10]([CH2:14][CH2:15][CH2:16][CH2:17][CH3:18])[C:11]([OH:13])=[O:12])[CH:5]=[CH:6][CH:7]=2)[O:2]1.C1([C@@H](N)C)C=CC=CC=1>>[CH2:1]1[O:9][C:8]2[C:3](=[C:4]([C@@H:10]([CH2:14][CH2:15][CH2:16][CH2:17][CH3:18])[C:11]([OH:13])=[O:12])[CH:5]=[CH:6][CH:7]=2)[O:2]1. Reported procedure: A salt obtianed from (±)-2-(2, 3-methylenedioxyphenyl) heptanoic acid and (S) -1phenylethylamine was three times recrystallized from a mixed solvent of ethyl acetate-heptane (1:9). This salt was treated with hydrochloric acid and extracted with ethylene chloride. The organic layer was washed with dilute hydrochloric acid, dried over anhydrous magnesium sulfate and the solvent evaporated to give (R )-(2, 3-methylenedioxyphenyl) heptanoic acid. Yield, 39%. Reported procedure: Combine 1-bromo-2-fluoroethane (4.575 g; 36.0 mmol), 3-hydroxybenzaldehyde (4.103 gm; 33.60 mmol), and K2CO3 (7.05 gm; 51.0 mmol) in 2-butanone (100 mL) and reflux. After 18 hour cool the mixture to ambient temperature, concentrate, and partition between 100 mL of water and 100 mL of dichloromethane. Separate the layers and extract the aqueous layer with dichloromethane (2×75 mL). Combine the organic layers and wash sequentially with brine (2×150 mL), 1 M NaOH (2×100 mL), NaHCO3 (saturated, 100 ... Product: FCCOC=1C=C(C=O)C=CC1 (3-(2-Fluoroethoxy)benzaldehyde). The solvent is CC(CC)=O (2-butanone). Reactants: BrCCF (1-bromo-2-fluoroethane), OC=1C=C(C=O)C=CC1 (3-hydroxybenzaldehyde), C(=O)([O-])[O-].[K+].[K+] (K2CO3). Reaction SMILES: Br[CH2:2][CH2:3][F:4].[OH:5][C:6]1[CH:7]=[C:8]([CH:11]=[CH:12][CH:13]=1)[CH:9]=[O:10].C([O-])([O-])=O.[K+].[K+]>CC(=O)CC>[F:4][CH2:3][CH2:2][O:5][C:6]1[CH:7]=[C:8]([CH:11]=[CH:12][CH:13]=1)[CH:9]=[O:10] |f:2.3.4|. Reactants: C[Si](C1=CC(=CO1)C=O)(C)C (5-Trimethylsilyl-3-furaldehyde), C(C)(C)[N-]C(C)C.[Li+] (lithium diisopropylamide), CC(CCCCCCCCCCCC)=O (2-tetradecanone), C(C)(=O)OC(C)=O (acetic anhydride). The product is C(C)(=O)OC(CC(CCCCCCCCCCCC)=O)C1=COC(=C1)[Si](C)(C)C (3-(1-acetoxy-3-ketopentadecanyl)-5-trimethylsilylfuran). RXN SMILES: [CH3:1][Si:2]([CH3:11])([CH3:10])[C:3]1[O:7][CH:6]=[C:5]([CH:8]=[O:9])[CH:4]=1.C([N-]C(C)C)(C)C.[Li+].[CH3:20][C:21](=[O:34])[CH2:22][CH2:23][CH2:24][CH2:25][CH2:26][CH2:27][CH2:28][CH2:29][CH2:30][CH2:31][CH2:32][CH3:33].[C:35](OC(=O)C)(=[O:37])[CH3:36]>>[C:35]([O:9][CH:8]([C:5]1[CH:4]=[C:3]([Si:2]([CH3:11])([CH3:10])[CH3:1])[O:7][CH:6]=1)[CH2:20][C:21](=[O:34])[CH2:22][CH2:23][CH2:24][CH2:25][CH2:26][CH2:27][CH2:28][CH2:29][CH2:30][CH2:31][CH2:32][CH3:33])(=[O:37])[CH3:36] |f:1.2|. Procedure: 5-Trimethylsilyl-3-furaldehyde is treated with lithium diisopropylamide and 2-tetradecanone, followed by acetic anhydride to give 3-(1-acetoxy-3-ketopentadecanyl)-5-trimethylsilylfuran. Oxidation by the method described in Example 1 gives 4-(1-acetoxy-3-ketopentadecanyl)-5-hydroxy-2(5H)-furanone.